Dataset: the Open Reaction Database (ORD), a public repository of structured organic reaction records. Task: describe an organic reaction: reactants, conditions, products, and yield Starting materials: C(C1=CC=CC=C1)OC1=C(C(=CC(=C1)OCC)F)F (1-benzyloxy-5-ethoxy-2,3-difluoro-benzene). The product is C(C)OC=1C=C(C(=C(C1)O)F)F (5-ethoxy-2,3-difluoro-phenol). Run in CO (methanol). As a reaction SMILES: C([O:8][C:9]1[CH:14]=[C:13]([O:15][CH2:16][CH3:17])[CH:12]=[C:11]([F:18])[C:10]=1[F:19])C1C=CC=CC=1>CO.[Pd]>[CH2:16]([O:15][C:13]1[CH:12]=[C:11]([F:18])[C:10]([F:19])=[C:9]([OH:8])[CH:14]=1)[CH3:17]. Yield: 74.9%. The reagents and catalysts are [Pd] (Pd—C). Procedure details: A solution of 1-benzyloxy-5-ethoxy-2,3-difluoro-benzene (which may be prepared as described in Description 60) (546 mg, 2.07 mmol) in methanol (10 mL) was passed through a 10% Pd—C H-cube cartridge at 1 ml/min. The solution was passed through the H-cube a second time. Chromatography on silica (elution with DCM) gave 5-ethoxy-2,3-difluoro-phenol (D61) (270 mg); The reactants are Cl (HCl), C(C1=CC=CC=C1)Br (Benzyl bromide), C(=O)([O-])[O-].[K+].[K+] (K2CO3), OC1=C(C(=O)OC)C=CC(=C1)NC(C=CC1=CC2=CC=CC=C2C=C1)=O (Methyl 2-hydroxy-4-(3-naphthalen-2-yl-acryloylamino)benzoate), resultant product 44, C1CCC2=NCCCN2CC1 (DBU), [N+](=O)([O-])C (nitromethane). Solvent: O (water), CN(C)C=O (DMF). Run at time 8 hour. Product: C(C1=CC=CC=C1)OC1=C(C(=O)OC)C=CC(=C1)NC(CC(C[N+](=O)[O-])C1=CC2=CC=CC=C2C=C1)=O (Methyl 2-(benzyloxy)-4-(3-(naphthalen-2-yl)-4-nitrobutanamido)benzoate). The yield is 72.0%. RXN SMILES: [CH2:1](Br)[C:2]1[CH:7]=[CH:6][CH:5]=[CH:4][CH:3]=1.C([O-])([O-])=O.[K+].[K+].[OH:15][C:16]1[CH:25]=[C:24]([NH:26][C:27](=[O:40])[CH:28]=[CH:29][C:30]2[CH:39]=[CH:38][C:37]3[C:32](=[CH:33][CH:34]=[CH:35][CH:36]=3)[CH:31]=2)[CH:23]=[CH:22][C:17]=1[C:18]([O:20][CH3:21])=[O:19].C1CCN2C(=NCCC2)CC1.Cl.[N+:53]([CH3:56])([O-:55])=[O:54]>CN(C=O)C.O>[CH2:1]([O:15][C:16]1[CH:25]=[C:24]([NH:26][C:27](=[O:40])[CH2:28][CH:29]([C:30]2[CH:39]=[CH:38][C:37]3[C:32](=[CH:33][CH:34]=[CH:35][CH:36]=3)[CH:31]=2)[CH2:56][N+:53]([O-:55])=[O:54])[CH:23]=[CH:22][C:17]=1[C:18]([O:20][CH3:21])=[O:19])[C:2]1[CH:7]=[CH:6][CH:5]=[CH:4][CH:3]=1 |f:1.2.3|. Procedure: Benzyl bromide (0.236 g, 1.38 mmol) and K2CO3 (0.190 g, 1.38 mmol) were added to a stirred solution of 43 (0.400 g, 1.15 mmol) in anhydrous DMF (7 ml) under Ar. The reaction mixture was stirred at room temperature overnight and the mixture was poured in water (15 ml). The product was extracted with ethyl acetate (2×15 ml), dried over Na2SO4 and the solvent removed under reduced pressure. The resultant product 44 was stirred in the microwave reactor in presence of DBU (0.192 g, 1.27 mmol), and ni... Starting materials: NC1=NNC2=C1C(N(C=C2Br)C2=C(C=CC=C2)Cl)=O (3-amino-7-bromo-5-(2-chlorophenyl)-1,5-dihydro-4H-pyrazolo[4,3-c]pyridin-4-one), CC1(OB(OC1(C)C)B1OC(C(O1)(C)C)(C)C)C (4,4,4′,4′,5,5,5′,5′-octamethyl-2,2′-bi-1,3,2-dioxaborolane), (1,1′-bis(diphenylphosphino)ferrocene)dichloropalladium(II), C(C)(=O)[O-].[K+] (potassium acetate), BrC=1N=CSC1 (4-bromo-1,3-thiazole), C([O-])([O-])=O.[Na+].[Na+] (sodium carbonate). The reagents and catalysts are C=1C=CC(=CC1)[P](C=2C=CC=CC2)(C=3C=CC=CC3)[Pd]([P](C=4C=CC=CC4)(C=5C=CC=CC5)C=6C=CC=CC6)([P](C=7C=CC=CC7)(C=8C=CC=CC8)C=9C=CC=CC9)[P](C=1C=CC=CC1)(C=1C=CC=CC1)C=1C=CC=CC1 (tetrakis(triphenylphosphine)palladium(0)). Run in CN(C=O)C (N,N-dimethylformamide), O (water). Run at temperature 110 celsius, time 8 hour. Product: NC1=NNC2=C1C(N(C=C2C=2N=CSC2)C2=C(C=CC=C2)Cl)=O (3-amino-5-(2-chlorophenyl)-7-(1,3-thiazol-4-yl)-1,5-dihydro-4H-pyrazolo[4,3-c]pyridin-4-one). Reaction SMILES: [NH2:1][C:2]1[C:6]2[C:7](=[O:19])[N:8]([C:12]3[CH:17]=[CH:16][CH:15]=[CH:14][C:13]=3[Cl:18])[CH:9]=[C:10](Br)[C:5]=2[NH:4][N:3]=1.CC1(C)C(C)(C)OB(B2OC(C)(C)C(C)(C)O2)O1.C([O-])(=O)C.[K+].Br[C:44]1[N:45]=[CH:46][S:47][CH:48]=1.C(=O)([O-])[O-].[Na+].[Na+]>C1C=CC([P]([Pd]([P](C2C=CC=CC=2)(C2C=CC=CC=2)C2C=CC=CC=2)([P](C2C=CC=CC=2)(C2C=CC=CC=2)C2C=CC=CC=2)[P](C2C=CC=CC=2)(C2C=CC=CC=2)C2C=CC=CC=2)(C2C=CC=CC=2)C2C=CC=CC=2)=CC=1.O.CN(C)C=O>[NH2:1][C:2]1[C:6]2[C:7](=[O:19])[N:8]([C:12]3[CH:17]=[CH:16][CH:15]=[CH:14][C:13]=3[Cl:18])[CH:9]=[C:10]([C:44]3[N:45]=[CH:46][S:47][CH:48]=3)[C:5]=2[NH:4][N:3]=1 |f:2.3,5.6.7,^1:58,60,79,98|. Procedure details: A mixture of 3-amino-7-bromo-5-(2-chlorophenyl)-1,5-dihydro-4H-pyrazolo[4,3-c]pyridin-4-one obtained in Step B of Example 18 (200 mg), 4,4,4′,4′,5,5,5′,5′-octamethyl-2,2′-bi-1,3,2-dioxaborolane (179 mg), (1,1′-bis(diphenylphosphino)ferrocene)dichloropalladium(II) (21.6 mg), potassium acetate (116 mg) and N,N-dimethylformamide (3.0 mL) was stirred overnight at 110° C. under argon atmosphere. The reaction mixture was cooled to room temperature, 4-bromo-1,3-thiazole (0.105 mL), aqueous sodium carbo... Reactants: CC(=O)N1N=C(c2ccc([N+](=O)[O-])c(C)c2)c2cc(Cl)c(Cl)cc2CC1C, CO, ClCCl, NN, O. The product is CC(=O)N1N=C(c2ccc(N)c(C)c2)c2cc(Cl)c(Cl)cc2CC1C. Reaction SMILES: [C:1]([CH3:2])(=[O:3])[N:4]1[N:5]=[C:6]([c:18]2[cH:19][c:20]([CH3:27])[c:21]([N+:24]([O-:25])=[O:26])[cH:22][cH:23]2)[c:7]2[c:8]([cH:12][c:13]([Cl:17])[c:14]([Cl:16])[cH:15]2)[CH2:9][CH:10]1[CH3:11].[CH3:31][OH:32].[Cl:33][CH2:34][Cl:35].[NH2:29][NH2:30].[OH2:28]>>[C:1]([CH3:2])(=[O:3])[N:4]1[N:5]=[C:6]([c:18]2[cH:19][c:20]([CH3:27])[c:21]([NH2:24])[cH:22][cH:23]2)[c:7]2[c:8]([cH:12][c:13]([Cl:17])[c:14]([Cl:16])[cH:15]2)[CH2:9][CH:10]1[CH3:11]. Starting materials: BrC=1N=NC(=CN1)C=1SC(=CN1)C#N (2-(3-bromo-1,2,4-triazin-6-yl)thiazole-5-carbonitrile), FC(OC=1C(=NC=CC1)C(C)(C)N)F (2-(3-(difluoromethoxy)pyridin-2-yl)propan-2-amine). Solvent: CC#N (CH3CN). Conditions: temperature 90 celsius, time 12 hour. Yields the product FC(OC=1C(=NC=CC1)C(C)(C)NC=1N=NC(=CN1)C=1SC(=CN1)C#N)F (2-(3-(2-(3-(difluoromethoxy)pyridin-2-yl)propan-2-ylamino)-1,2,4-triazin-6-yl)thiazole-5-carbonitrile). RXN SMILES: Br[C:2]1[N:3]=[N:4][C:5]([C:8]2[S:9][C:10]([C:13]#[N:14])=[CH:11][N:12]=2)=[CH:6][N:7]=1.[F:15][CH:16]([F:28])[O:17][C:18]1[C:19]([C:24]([NH2:27])([CH3:26])[CH3:25])=[N:20][CH:21]=[CH:22][CH:23]=1>CC#N>[F:28][CH:16]([F:15])[O:17][C:18]1[C:19]([C:24]([NH:27][C:2]2[N:3]=[N:4][C:5]([C:8]3[S:9][C:10]([C:13]#[N:14])=[CH:11][N:12]=3)=[CH:6][N:7]=2)([CH3:25])[CH3:26])=[N:20][CH:21]=[CH:22][CH:23]=1. Procedure details: To a scintillation vial was added 2-(3-bromo-1,2,4-triazin-6-yl)thiazole-5-carbonitrile (directly from above reaction), 2-(3-(difluoromethoxy)pyridin-2-yl)propan-2-amine (100 mg, 500 μmol), and CH3CN (2 mL). The reaction was heated to 90° C. and stirred for 12 h. The reaction was then concentrated and purified using silica gel chromatography to afford 15 mg of 2-(3-(2-(3-(difluoromethoxy)pyridin-2-yl)propan-2-ylamino)-1,2,4-triazin-6-yl)thiazole-5-carbonitrile. Starting materials: BrC1=CC2=C(N=C(N=C2C)NC)N(C1=O)C1CCCC1 (6-bromo-8-cyclopentyl-4-methyl-2-(methylamino)-pyrido[2,3-d]pyrimidin-7(8H)-one), COB(OC)OC (trimethylborate), [Li]CCCC (BuLi). Solvent: C1CCOC1 (THF). Product: C1(CCCC1)N1C(C(=CC2=C1N=C(N=C2C)NC)B(O)O)=O (8-Cyclopentyl-4-methyl-2-(methylamino)-7-oxo-7,8-dihydropyrido[2,3-d]pyrimidin-6-ylboronic acid). Yield: 17.7%. Reaction SMILES: Br[C:2]1[C:14](=[O:15])[N:13]([CH:16]2[CH2:20][CH2:19][CH2:18][CH2:17]2)[C:5]2[N:6]=[C:7]([NH:11][CH3:12])[N:8]=[C:9]([CH3:10])[C:4]=2[CH:3]=1.C[O:22][B:23](OC)[O:24]C.[Li]CCCC>C1COCC1>[CH:16]1([N:13]2[C:5]3[N:6]=[C:7]([NH:11][CH3:12])[N:8]=[C:9]([CH3:10])[C:4]=3[CH:3]=[C:2]([B:23]([OH:24])[OH:22])[C:14]2=[O:15])[CH2:20][CH2:19][CH2:18][CH2:17]1. Procedure: To a stirred and cooled (−78° C.) solution of 6-bromo-8-cyclopentyl-4-methyl-2-(methylamino)-pyrido[2,3-d]pyrimidin-7(8H)-one (1.00 g, 2.94 mmol) and trimethylborate (1.40 mL, 12.6 mmol) in THF (60 mL) was added BuLi (9.5 mL, 1.6 M, 15.2 mmol). After stirring for 20 min, the mixture was quenched with small amount of 2 N HCl and water, extracted with EtOAc (3 times), dried and evaporated. The crude mixture was purified by silica gel chromatography to give the title compound (157.2 mg, 18%). Starting materials: [Al+3], N#CC1(N2CCN(C3CC3)CC2)CCN(Cc2ccccc2)CC1, C1CCOC1, [H-], [H-], [H-], [H-], [Li+], O=S(=O)(O)O. Yields the product NCC1(N2CCN(C3CC3)CC2)CCN(Cc2ccccc2)CC1. As a reaction SMILES: [Al+3:2].[CH2:12]([c:13]1[cH:14][cH:15][cH:16][cH:17][cH:18]1)[N:19]1[CH2:20][CH2:21][C:22]([C:25]#[N:26])([N:27]2[CH2:28][CH2:29][N:30]([CH:33]3[CH2:34][CH2:35]3)[CH2:31][CH2:32]2)[CH2:23][CH2:24]1.[CH2:36]1[O:37][CH2:38][CH2:39][CH2:40]1.[H-:1].[H-:4].[H-:5].[H-:6].[Li+:3].[S:7](=[O:8])(=[O:9])([OH:10])[OH:11]>>[CH2:12]([c:13]1[cH:14][cH:15][cH:16][cH:17][cH:18]1)[N:19]1[CH2:20][CH2:21][C:22]([CH2:25][NH2:26])([N:27]2[CH2:28][CH2:29][N:30]([CH:33]3[CH2:34][CH2:35]3)[CH2:31][CH2:32]2)[CH2:23][CH2:24]1.